Dataset: the Open Reaction Database (ORD), a public repository of structured organic reaction records. Task: describe an organic reaction: reactants, conditions, products, and yield The reactants are [BH4-].[Na+] (sodium borohydride), ClC1=CC=C(C(=O)C2NC(OC2)=O)C=C1 (4-(p-chlorobenzoyl)-oxazolidin-2-one), [NH4+].[Cl-] (NH4Cl). Run in C(C)O (ethanol). Conditions: time 1 hour. The product is OC(C1=CC=C(C=C1)Cl)C1NC(OC1)=O (4-(α-Hydroxy-p-chlorobenzyl)-oxazolidin- 2-one). As a reaction SMILES: [Cl:1][C:2]1[CH:15]=[CH:14][C:5]([C:6]([CH:8]2[CH2:12][O:11][C:10](=[O:13])[NH:9]2)=[O:7])=[CH:4][CH:3]=1.[BH4-].[Na+].[NH4+].[Cl-]>C(O)C>[OH:7][CH:6]([CH:8]1[CH2:12][O:11][C:10](=[O:13])[NH:9]1)[C:5]1[CH:14]=[CH:15][C:2]([Cl:1])=[CH:3][CH:4]=1 |f:1.2,3.4|. Reported procedure: 1 g (4.4 mMole) of 4-(p-chlorobenzoyl)-oxazolidin-2-one is dissolved in 50 ml of ethanol, followed by the addition in portions at room temperature of 300 mg (8.0 mMole) of sodium borohydride. After 1 hour, a saturated NH4Cl-solution is added to the reaction solution which is then repeatedly extracted with chloroform. The combined organic phases are dried over Na2SO4 and concentrated. The yellow oil is taken up in ether/hexane. The crystals formed are filtered off under suction. Starting materials: CCCCOC1OC(C(O)N(CCC(C)C)C(=O)NCCCl)C(O)C(O)C1O, CC(=O)O, O=N[N+](=O)[O-], C1CCOC1. The product is CCCCOC1OC(C(O)N(CCC(C)C)C(=O)N(CCCl)N=O)C(O)C(O)C1O. Reaction SMILES: [CH2:6]([CH2:7][CH:8]([CH3:9])[CH3:10])[N:11]([C:12]([NH:13][CH2:14][CH2:15][Cl:16])=[O:17])[CH:18]([CH:19]1[CH:20]([OH:32])[CH:21]([OH:31])[CH:22]([OH:30])[CH:23]([O:24][CH2:25][CH2:26][CH2:27][CH3:28])[O:29]1)[OH:33].[CH3:39][C:40](=[O:41])[OH:42].[O-:1][N+:2]([N:3]=[O:4])=[O:5].[O:34]1[CH2:35][CH2:36][CH2:37][CH2:38]1>>[O:1]=[N:2][N:13]([C:12]([N:11]([CH2:6][CH2:7][CH:8]([CH3:9])[CH3:10])[CH:18]([CH:19]1[CH:20]([OH:32])[CH:21]([OH:31])[CH:22]([OH:30])[CH:23]([O:24][CH2:25][CH2:26][CH2:27][CH3:28])[O:29]1)[OH:33])=[O:17])[CH2:14][CH2:15][Cl:16]. Reactants: BrC1=CC(=C(C=C1)C(=O)N1CCN(CC1)C1=C(C=C(C=C1)C)C)S(=O)(=O)C ((4-bromo-2-methanesulfonylphenyl)[4-(2,4-dimethylphenyl)piperazin-1-yl]methanone), C(C1=CC=CC=C1)[C@H]1NC(OC1)=O ((R)-4-benzyloxazolidin-2-one). Yields the product C(C1=CC=CC=C1)[C@H]1N(C(OC1)=O)C1=CC(=C(C=C1)C(=O)N1CCN(CC1)C1=C(C=C(C=C1)C)C)S(=O)(=O)C ((R)-4-benzyl-3-{4-[4-(2,4-dimethylphenyl)piperazine-1-carbonyl]-3-methanesulfonylphenyl}oxazolidin-2-one). Isolated yield 3.5%. Reaction SMILES: Br[C:2]1[CH:7]=[CH:6][C:5]([C:8]([N:10]2[CH2:15][CH2:14][N:13]([C:16]3[CH:21]=[CH:20][C:19]([CH3:22])=[CH:18][C:17]=3[CH3:23])[CH2:12][CH2:11]2)=[O:9])=[C:4]([S:24]([CH3:27])(=[O:26])=[O:25])[CH:3]=1.[CH2:28]([C@@H:35]1[CH2:39][O:38][C:37](=[O:40])[NH:36]1)[C:29]1[CH:34]=[CH:33][CH:32]=[CH:31][CH:30]=1>>[CH2:28]([C@@H:35]1[CH2:39][O:38][C:37](=[O:40])[N:36]1[C:2]1[CH:7]=[CH:6][C:5]([C:8]([N:10]2[CH2:15][CH2:14][N:13]([C:16]3[CH:21]=[CH:20][C:19]([CH3:22])=[CH:18][C:17]=3[CH3:23])[CH2:12][CH2:11]2)=[O:9])=[C:4]([S:24]([CH3:27])(=[O:26])=[O:25])[CH:3]=1)[C:29]1[CH:30]=[CH:31][CH:32]=[CH:33][CH:34]=1. Procedure details: By reaction and treatment in the same manner as in Example 1 and using (4-bromo-2-methanesulfonylphenyl)[4-(2,4-dimethylphenyl)piperazin-1-yl]methanone (903 mg) described in Preparation Example 9 and (R)-4-benzyloxazolidin-2-one (354 mg), the title compound (38 mg) was obtained. The reactants are FC(C1=NC(=NO1)C=1C=C(C(=O)O)C=CC1)(F)F (3-(5-(trifluoromethyl)-1,2,4-oxadiazol-3-yl)benzoic acid), C1(=CC=CC=C1)C=1N=C(SC1)C1(CCOCC1)CN ((4-(4-phenylthiazol-2-yl)tetrahydro-2H-pyran-4-yl)methanamine), CCN=C=NCCCN(C)C (EDCI). Run in C(Cl)Cl (CH2Cl2), C(Cl)Cl (methylene chloride). Reaction conditions: time 8 hour. The product is C1(=CC=CC=C1)C=1N=C(SC1)C1(CCOCC1)CNC(C1=CC(=CC=C1)C1=NOC(=N1)C(F)(F)F)=O (N-((4-(4-phenylthiazol-2-yl)tetrahydro-2H-pyran-4-yl)methyl)-3-(5-(trifluoromethyl)-1,2,4-oxadiazol-3-yl)benzamide), product. Yield: 62.0%. Reaction SMILES: [F:1][C:2]([F:18])([F:17])[C:3]1[O:7][N:6]=[C:5]([C:8]2[CH:9]=[C:10]([CH:14]=[CH:15][CH:16]=2)[C:11]([OH:13])=O)[N:4]=1.[C:19]1([C:25]2[N:26]=[C:27]([C:30]3([CH2:36][NH2:37])[CH2:35][CH2:34][O:33][CH2:32][CH2:31]3)[S:28][CH:29]=2)[CH:24]=[CH:23][CH:22]=[CH:21][CH:20]=1.CCN=C=NCCCN(C)C>C(Cl)Cl>[C:19]1([C:25]2[N:26]=[C:27]([C:30]3([CH2:36][NH:37][C:11](=[O:13])[C:10]4[CH:14]=[CH:15][CH:16]=[C:8]([C:5]5[N:4]=[C:3]([C:2]([F:1])([F:18])[F:17])[O:7][N:6]=5)[CH:9]=4)[CH2:31][CH2:32][O:33][CH2:34][CH2:35]3)[S:28][CH:29]=2)[CH:20]=[CH:21][CH:22]=[CH:23][CH:24]=1. Procedure: A mixture of 3-(5-(trifluoromethyl)-1,2,4-oxadiazol-3-yl)benzoic acid (52 mg, 0.202 mmole), (4-(4-phenylthiazol-2-yl)tetrahydro-2H-pyran-4-yl)methanamine (50 mg, 0.184 mmole), and EDCI (38.5 mg, 0.202 mmole) in CH2Cl2 (2 ml) was stirred at room temperature for 8 h. The reaction mixture was then diluted with methylene chloride (10 ml), washed with water (5 ml), dried over MgSO4 and concentrated under reduced pressure. The residue was purified by ISCO (silica gel, elute: 2% methanol in CH2Cl2) to ... The solvent is ClCCl (dichloromethane), ClCCl (dichloromethane), ClCCl (dichloromethane). Yield: 14.1%. Reported procedure: 3,4,4a,5,6,7,8,8a,-Octahydro-3-hydroxymethyl-6-((4-methoxyphenyl)methyl)-quinolin-2[1H]-one (0.26 g) (prepared according to Example 7) was dissolved in dichloromethane and cooled to ice temperature. 1M Boron tribromide in dichloromethane (4.3 ml) was added and the mixture was left 2 hours after which a further 75 ml of dichloromethane was added. After a further 1 hour the reaction mixture was quenched by addition of water (2 ml) and evaporated under reduced pressure. The residue was dissolved in... Product: OCC1C(NC2CCC(CC2C1)CC1=CC=C(C=C1)O)=O (3,4,4a,5,6,7,8,8a-Octahydro-3-hydroxymethyl-6-((4-hydroxyphenyl)-methyl)quinolin-2[1H]-one). Reactants: OCC1C(NC2CCC(CC2C1)CC1=CC=C(C=C1)OC)=O (3,4,4a,5,6,7,8,8a-Octahydro-3-hydroxymethyl-6-((4-methoxyphenyl)methyl)quinolin-2[1H]-one), B(Br)(Br)Br (Boron tribromide). Reaction SMILES: [OH:1][CH2:2][CH:3]1[CH2:12][CH:11]2[CH:6]([CH2:7][CH2:8][CH:9]([CH2:13][C:14]3[CH:19]=[CH:18][C:17]([O:20]C)=[CH:16][CH:15]=3)[CH2:10]2)[NH:5][C:4]1=[O:22].B(Br)(Br)Br>ClCCl>[OH:1][CH2:2][CH:3]1[CH2:12][CH:11]2[CH:6]([CH2:7][CH2:8][CH:9]([CH2:13][C:14]3[CH:15]=[CH:16][C:17]([OH:20])=[CH:18][CH:19]=3)[CH2:10]2)[NH:5][C:4]1=[O:22]. Reactants: [Al+3], Cc1oc(-c2ccc(C(F)(F)F)cc2)cc1CC(=O)O, [H-], [H-], [H-], [H-], [Li+], [Na+], C1CCOC1, [OH-], O. Product: Cc1oc(-c2ccc(C(F)(F)F)cc2)cc1CCO. Reaction SMILES: [Al+3:3].[CH3:7][c:8]1[o:9][c:10](-[c:17]2[cH:18][cH:19][c:20]([C:23]([F:24])([F:25])[F:26])[cH:21][cH:22]2)[cH:11][c:12]1[CH2:13][C:14](=[O:15])[OH:16].[H-:1].[H-:4].[H-:5].[H-:6].[Li+:2].[Na+:29].[O:30]1[CH2:31][CH2:32][CH2:33][CH2:34]1.[OH-:28].[OH2:27]>>[CH3:7][c:8]1[o:9][c:10](-[c:17]2[cH:18][cH:19][c:20]([C:23]([F:24])([F:25])[F:26])[cH:21][cH:22]2)[cH:11][c:12]1[CH2:13][CH2:14][OH:15].